This data is from the Open Reaction Database (ORD), a public repository of structured organic reaction records. The task is: describe an organic reaction: reactants, conditions, products, and yield The reactants are O (water), [H-].[Na+] (NaH), ClC1=C(C#N)C=CC(=C1)C(F)(F)F (2-chloro-4-(trifluoromethyl)-benzonitrile), N1C=NC=C1 (1H-imidazole). Run in CN(C)C=O (DMF). Conditions: temperature 100 celsius. Product: N1(C=NC=C1)C1=C(C#N)C=CC(=C1)C(F)(F)F (2-imidazol-1-yl-4-(trifluoromethyl)benzonitrile). The yield is 73.0%. RXN SMILES: [H-].[Na+].[NH:3]1[CH:7]=[CH:6][N:5]=[CH:4]1.Cl[C:9]1[CH:16]=[C:15]([C:17]([F:20])([F:19])[F:18])[CH:14]=[CH:13][C:10]=1[C:11]#[N:12].O>CN(C=O)C>[N:3]1([C:9]2[CH:16]=[C:15]([C:17]([F:18])([F:20])[F:19])[CH:14]=[CH:13][C:10]=2[C:11]#[N:12])[CH:7]=[CH:6][N:5]=[CH:4]1 |f:0.1|. Procedure details: To a suspension of NaH 60% (0.09 g, 3.97 mmol) in DMF (20 mL) at 0° C. was added in one portion 1H-imidazole (2.5 mol eq, 0.61 g). After 10 min 2-chloro-4-(trifluoromethyl)-benzonitrile (0.5 mL, 3.61 mmol) was added and the reaction mixture was heated at 100° C. for 2 h. The reaction was cooled at room temperature, water was added and the aqueous solution was extracted with EtOAc (3×25 mL). The recombined organic phases were dried over sodium sulfate and evaporated to dryness to give the 2-imida... The reactants are CC1N(C2=C(N(C1=O)C1=CC=CC=C1)C=NC(=C2)NC=2C=C1C=NN(C1=CC2)C2OCCCC2)CCC(C)C (2-methyl-1-(3-methylbutyl)-4-phenyl-7-{[1-(tetrahydro-2H-pyran-2-yl)-1H-indazol-5-yl]amino}-1,4-dihydropyrido[3,4-b]pyrazin-3(2H)-one), Cl (HCl), ClCCl (Dichloromethane). Run in O1CCOCC1 (dioxane). Reaction conditions: time 2 hour. Product: N1N=CC2=CC(=CC=C12)NC1=CC2=C(N(C(C(N2CCC(C)C)C)=O)C2=CC=CC=C2)C=N1 (7-(1H-indazol-5-ylamino)-2-methyl-1-(3-methylbutyl)-4-phenyl-1,4-dihydropyrido[3,4-b]pyrazin-3(2H)-one). The yield is 60.0%. As a reaction SMILES: [CH3:1][CH:2]1[C:7](=[O:8])[N:6]([C:9]2[CH:14]=[CH:13][CH:12]=[CH:11][CH:10]=2)[C:5]2[CH:15]=[N:16][C:17]([NH:19][C:20]3[CH:21]=[C:22]4[C:26](=[CH:27][CH:28]=3)[N:25](C3CCCCO3)[N:24]=[CH:23]4)=[CH:18][C:4]=2[N:3]1[CH2:35][CH2:36][CH:37]([CH3:39])[CH3:38].Cl.ClCCl>O1CCOCC1>[NH:25]1[C:26]2[C:22](=[CH:21][C:20]([NH:19][C:17]3[N:16]=[CH:15][C:5]4[N:6]([C:9]5[CH:10]=[CH:11][CH:12]=[CH:13][CH:14]=5)[C:7](=[O:8])[CH:2]([CH3:1])[N:3]([CH2:35][CH2:36][CH:37]([CH3:38])[CH3:39])[C:4]=4[CH:18]=3)=[CH:28][CH:27]=2)[CH:23]=[N:24]1. Reported procedure: To a stirred solution of 2-methyl-1-(3-methylbutyl)-4-phenyl-7-{[1-(tetrahydro-2H-pyran-2-yl)-1H-indazol-5-yl]amino}-1,4-dihydropyrido[3,4-b]pyrazin-3(2H)-one (15 mg) in dioxane (2 mL) was added 2N aq. HCl (2 mL) at rt. The resulting mixture was stirred at rt for 2 h. LC-MS indicated completion of reaction. Dichloromethane (30 mL) was added to the reaction mixture, the organic phase was washed with aq. NaHCO3, dried over anhydrous sodium sulfate, and evaporated to give a residue, which was purif... The reactants are C(C1=CC=CC=C1)NCCCCCN1CCC(CC1)CNC(=O)OC(C)(C)C (N-benzyl-5-(4-tert-butoxycarbonylaminomethylpiperidin-1-yl)pentylamine), C(=O)OC (methyl formate). Product: C(C1=CC=CC=C1)N(C)CCCCCN1CCC(CC1)CN (N-benzyl-N-methyl-5-(4-aminomethylpiperidin-1-yl)pentylamine). RXN SMILES: [CH2:1]([NH:8][CH2:9][CH2:10][CH2:11][CH2:12][CH2:13][N:14]1[CH2:19][CH2:18][CH:17]([CH2:20][NH:21]C(OC(C)(C)C)=O)[CH2:16][CH2:15]1)[C:2]1[CH:7]=[CH:6][CH:5]=[CH:4][CH:3]=1.[CH:29](OC)=O>>[CH2:1]([N:8]([CH2:9][CH2:10][CH2:11][CH2:12][CH2:13][N:14]1[CH2:15][CH2:16][CH:17]([CH2:20][NH2:21])[CH2:18][CH2:19]1)[CH3:29])[C:2]1[CH:3]=[CH:4][CH:5]=[CH:6][CH:7]=1. Procedure: A solution of N-benzyl-5-(4-tert-butoxycarbonylaminomethylpiperidin-1-yl)pentylamine (3.7 g) in methyl formate (30 ml) was refluxed under heating for 12 hr. After cooling, methyl formate was evaporated, and tetrahydrofuran (40 ml) and 2M trifluoroborane-dimethyl sulfide solution (19 ml) were added to the residue, which was followed by refluxing under heating for 6 hr. The solvent was evaporated, and ethanol (40 ml) and hydrochloric acid (3 ml) were added to the reaction mixture, which was follow... Conditions: time 20 hour. Product: C(C(C)(C)C)(=O)OC1=CC2=C(C(=CS2)CC(=O)OC)C(=C1)C=O (4-Formyl-3-(2-methoxy-2-oxoethyl)-1-benzothiophen-6-yl pivalate). The solvent is CC#N (CH3CN), O (water), O (water). Reactants: C(C(C)(C)C)(=O)OC1=CC2=C(C(=CS2)CC(=O)OC)C(=C1)C=C (3-(2-methoxy-2-oxoethyl)-4-vinyl-1-benzothiophen-6-yl pivalate), CC(=O)C (acetone), C[N+]1(CCOCC1)[O-] (NMO), NaIO4. Reaction SMILES: [C:1]([O:7][C:8]1[CH:21]=[C:20]([CH:22]=C)[C:11]2[C:12]([CH2:15][C:16]([O:18][CH3:19])=[O:17])=[CH:13][S:14][C:10]=2[CH:9]=1)(=[O:6])[C:2]([CH3:5])([CH3:4])[CH3:3].CC(C)=[O:26].C[N+]1([O-])CCOCC1>O=[Os](=O)(=O)=O.O.CC#N>[C:1]([O:7][C:8]1[CH:21]=[C:20]([CH:22]=[O:26])[C:11]2[C:12]([CH2:15][C:16]([O:18][CH3:19])=[O:17])=[CH:13][S:14][C:10]=2[CH:9]=1)(=[O:6])[C:2]([CH3:3])([CH3:4])[CH3:5]. Reported procedure: To a mixture of 3-(2-methoxy-2-oxoethyl)-4-vinyl-1-benzothiophen-6-yl pivalate (480 mg), acetone (500 μL), water (500 μL) and CH3CN (500 μL) were added OsO4 (7% microcapsule, 524 mg) and NMO (507 mg) at room temperature. The mixture was stirred at room temperature for 20 h. The insoluble material was removed by filtration, and the filtrate was concentrated in vacuo. The mixture was poured into water at room temperature and extracted with EtOAc. The organic layer was separated, washed successivel... Reagents/catalysts: O=[Os](=O)(=O)=O (OsO4). Product: C(C)OC(=O)C1=CN=C2N(N=C(C=C2)Cl)C1=O (3-Ethoxycarbonyl-7-chloro-4-oxo-4H-pyrimido-[1,2-b]pyridazine). Run in C1(=CC=CC=C1)OC1=CC=CC=C1 (diphenyl ether), CCCCCC (n-hexane). The reactants are ClC=1N=NC(=CC1)N (3-chloro-6-aminopyridazine), C(C)OC=C(C(=O)OCC)C(=O)[O-] (ethyl ethoxymethylenemalonate). Reported procedure: A mixture of 3-chloro-6-aminopyridazine [J. Druey et al., Helv. Chim. Acta., 37, 121 (1954)] (8.20 g, 63.56 m mol) and ethyl ethoxymethylenemalonate (15.0 g, 69.4 m mol) in diphenyl ether (70 ml) was heated to distil out ethanol produced. After cooling, the mixture was diluted with n-hexane (300 ml) to precipitate the crude title product, which was dissolved in chloroform (200 ml), treated with a small amount of carbon and evaporated under reduced pressure to 50 ml. The residual solution was dil... Reaction SMILES: [Cl:1][C:2]1[N:3]=[N:4][C:5]([NH2:8])=[CH:6][CH:7]=1.C([O:11][CH:12]=[C:13]([C:19]([O-])=O)[C:14]([O:16][CH2:17][CH3:18])=[O:15])C>C1(OC2C=CC=CC=2)C=CC=CC=1.CCCCCC>[CH2:17]([O:16][C:14]([C:13]1[C:12](=[O:11])[N:4]2[N:3]=[C:2]([Cl:1])[CH:7]=[CH:6][C:5]2=[N:8][CH:19]=1)=[O:15])[CH3:18]. Starting materials: BrCCBr (1,2-dibromoethane), C(=O)([O-])[O-].[K+].[K+] (K2CO3), IC1=CC=C(C=C1)O (4-iodophenol), C(=O)([O-])[O-].[K+].[K+] (K2CO3), BrCCBr (1,2-dibromoethane), O (Water). Solvent: CN(C)C=O (DMF). Conditions: temperature 50 celsius, time 8 hour. Yields the product BrCCOC1=CC=C(C=C1)I (4-(2-Bromoethoxy)-1-iodobenzene). Isolated yield 30.9%. RXN SMILES: [I:1][C:2]1[CH:7]=[CH:6][C:5]([OH:8])=[CH:4][CH:3]=1.C([O-])([O-])=O.[K+].[K+].[Br:15][CH2:16][CH2:17]Br.O>CN(C=O)C>[Br:15][CH2:16][CH2:17][O:8][C:5]1[CH:6]=[CH:7][C:2]([I:1])=[CH:3][CH:4]=1 |f:1.2.3|. Procedure: To a stirring solution of 4-iodophenol (25 g, 110 mmol) and K2CO3 (31 g, 220 mmol) in DMF (250 mL) was added 1,2-dibromoethane (5 mL, 55 mmol) over a period of 1 hr. The solution was heated at 50° C. and stirred overnight under Ar. In order to complete the reaction additional reagents were added: 1,2-dibromoethane (20 mL, 220 mmol) and K2CO3 (6 g, 43 mmol) and the mixture was heated at 50° C. an additional 12 hours under Ar. Water was added and the reaction mixture was extracted with dichloromet... Starting materials: C1(=CC=CC=C1)C1=CC(=NO1)C1=CC=C(C(=O)OC)C=C1 (methyl 4-(5-phenyl-3-isoxazolyl)benzoate), Cl (hydrochloric acid), C(C)(=O)O (acetic acid). The solvent is O (water). The product is C1(=CC=CC=C1)C1=CC(=NO1)C1=CC=C(C(=O)O)C=C1 (4-(5-phenyl-3-isoxazolyl)benzoic acid). Yield: 95.3%. As a reaction SMILES: [C:1]1([C:7]2[O:11][N:10]=[C:9]([C:12]3[CH:21]=[CH:20][C:15]([C:16]([O:18]C)=[O:17])=[CH:14][CH:13]=3)[CH:8]=2)[CH:6]=[CH:5][CH:4]=[CH:3][CH:2]=1.Cl.C(O)(=O)C>O>[C:1]1([C:7]2[O:11][N:10]=[C:9]([C:12]3[CH:13]=[CH:14][C:15]([C:16]([OH:18])=[O:17])=[CH:20][CH:21]=3)[CH:8]=2)[CH:2]=[CH:3][CH:4]=[CH:5][CH:6]=1. Procedure: A mixture of methyl 4-(5-phenyl-3-isoxazolyl)benzoate (1.05 g), 6 M hydrochloric acid (10 ml) and acetic acid (20 ml) was heated under reflux for 5 hrs. After cooling, the reaction mixture was poured into water, and the crystals were washed with water to give 4-(5-phenyl-3-isoxazolyl)benzoic acid (0.95 g, yield 95%). Recrystallization from N,N-dimethylformamide-water gave colorless prism crystals. melting point: 297–298° C.